From a dataset of the Open Reaction Database (ORD), a public repository of structured organic reaction records. describe an organic reaction: reactants, conditions, products, and yield The reactants are ClC=1C=NC2=CC=C(C=C2C1Cl)C(=O)OC (methyl 3,4-dichloroquinoline-6-carboxylate), N1CCCC1 (pyrrolidine), CN1CCCC1=O (NMP). The solvent is O (water). Reaction conditions: temperature 180 celsius, time 10 minute. Product: ClC=1C=NC2=CC=C(C=C2C1N1CCCC1)C(=O)OC (methyl 3-chloro-4-(pyrrolidin-1-yl)quinoline-6-carboxylate). The yield is 35.2%. Reaction SMILES: [Cl:1][C:2]1[CH:3]=[N:4][C:5]2[C:10]([C:11]=1Cl)=[CH:9][C:8]([C:13]([O:15][CH3:16])=[O:14])=[CH:7][CH:6]=2.[NH:17]1[CH2:21][CH2:20][CH2:19][CH2:18]1.CN1C(=O)CCC1>O>[Cl:1][C:2]1[CH:3]=[N:4][C:5]2[C:10]([C:11]=1[N:17]1[CH2:21][CH2:20][CH2:19][CH2:18]1)=[CH:9][C:8]([C:13]([O:15][CH3:16])=[O:14])=[CH:7][CH:6]=2. Reported procedure: A mixture of methyl 3,4-dichloroquinoline-6-carboxylate (100 mg), pyrrolidine (33 mg), and NMP (2 mL) was heated under stirring at 180° C. for 10 minutes under microwave irradiation. The reaction mixture was diluted with water, and extracted with ethyl acetate. The organic layer was concentrated under reduced pressure, and the resulting residue was purified under silica gel column chromatography (hexane/ethyl acetate) to obtain methyl 3-chloro-4-(pyrrolidin-1-yl)quinoline-6-carboxylate (40 mg). The reactants are COCC=1C(=C2C(=NC=NN2C1)N)C1=CC=C(C=C1)[N+](=O)[O-] (6-(methoxymethyl)-5-(4-nitrophenyl)pyrrolo[2,1-f][1,2,4]triazin-4-amine), title compounds, CO (methanol). Product: C(C)OCC=1C(=C2C(=NC=NN2C1)N)C1=CC=C(C=C1)[N+](=O)[O-] (6-(ethoxymethyl)-5-(4-nitrophenyl)pyrrolo[2,1-f][1,2,4]triazin-4-amine). Reaction SMILES: [CH3:1][O:2][CH2:3][C:4]1[C:5]([C:14]2[CH:19]=[CH:18][C:17]([N+:20]([O-:22])=[O:21])=[CH:16][CH:15]=2)=[C:6]2[N:11]([CH:12]=1)[N:10]=[CH:9][N:8]=[C:7]2[NH2:13].[CH3:23]O>>[CH2:1]([O:2][CH2:3][C:4]1[C:5]([C:14]2[CH:15]=[CH:16][C:17]([N+:20]([O-:22])=[O:21])=[CH:18][CH:19]=2)=[C:6]2[N:11]([CH:12]=1)[N:10]=[CH:9][N:8]=[C:7]2[NH2:13])[CH3:23]. Procedure details: The method used in the preparation of Intermediate U was used to prepare the title compounds by substituting ethanol for methanol. MS [M+H]+=284.1; LCMS RT=0.35 min. Starting materials: Cl (hydrochloric acid), FC=1C=C(COC2=CC(=CC=3C(CCC(C23)(C)C)(C)C)[Se]C#CC2=CC=C(C(=O)OC)C=C2)C=CC1 (methyl 4-[4-(3-fluorobenzyloxy)-5,5,8,8-tetramethyl-5,6,7,8-tetrahydro-2-naphthylselanylethynyl]benzoate), [OH-].[Na+] (sodium hydroxide), O (water). The solvent is C1CCOC1 (THF). Run at temperature 80 celsius, time 4 hour. The product is FC=1C=C(COC2=CC(=CC=3C(CCC(C23)(C)C)(C)C)[Se]C#CC2=CC=C(C(=O)O)C=C2)C=CC1 (4-[4-(3-fluorobenzyloxy)-5,5,8,8-tetramethyl-5,6,7,8-tetrahydro-2-naphthylselanylethynyl]benzoic acid). Reaction SMILES: [F:1][C:2]1[CH:3]=[C:4]([CH:34]=[CH:35][CH:36]=1)[CH2:5][O:6][C:7]1[C:16]2[C:15]([CH3:18])([CH3:17])[CH2:14][CH2:13][C:12]([CH3:20])([CH3:19])[C:11]=2[CH:10]=[C:9]([Se:21][C:22]#[C:23][C:24]2[CH:33]=[CH:32][C:27]([C:28]([O:30]C)=[O:29])=[CH:26][CH:25]=2)[CH:8]=1.O.[OH-].[Na+].Cl>C1COCC1>[F:1][C:2]1[CH:3]=[C:4]([CH:34]=[CH:35][CH:36]=1)[CH2:5][O:6][C:7]1[C:16]2[C:15]([CH3:17])([CH3:18])[CH2:14][CH2:13][C:12]([CH3:19])([CH3:20])[C:11]=2[CH:10]=[C:9]([Se:21][C:22]#[C:23][C:24]2[CH:25]=[CH:26][C:27]([C:28]([OH:30])=[O:29])=[CH:32][CH:33]=2)[CH:8]=1 |f:2.3|. Reported procedure: 650 mg (1.2 mmol) of methyl 4-[4-(3-fluorobenzyloxy)-5,5,8,8-tetramethyl-5,6,7,8-tetrahydro-2-naphthylselanylethynyl]benzoate are dissolved in 20 mL of THF. 10 mL of water are added, followed by addition of 240 mg (6 mmol) of sodium hydroxide. The medium is stirred for 4 hours at 80° C. and then acidified with 1 N hydrochloric acid and extracted with ethyl acetate. The residue obtained is purified by chromatography (eluent: 1/1 heptane/ethyl acetate) and then recrystallized in a heptane/ethyl ac... The reactants are Cl.ClC1=C(C=C(C=C1)CN)[N+](=O)[O-] ((4-chloro-3-nitrophenyl)methanamine hydrochloride), C1(CC1)C(=O)Cl (cyclopropylcarbonyl chloride), CCN(C(C)C)C(C)C (DIPEA). Run in C1CCOC1 (THF). The product is ClC1=C(C=C(CNC(=O)C2CC2)C=C1)[N+](=O)[O-] (N-(4-chloro-3-nitrobenzyl)cyclopropanecarboxamide). The yield is 50.0%. As a reaction SMILES: Cl.[Cl:2][C:3]1[CH:8]=[CH:7][C:6]([CH2:9][NH2:10])=[CH:5][C:4]=1[N+:11]([O-:13])=[O:12].[CH:14]1([C:17](Cl)=[O:18])[CH2:16][CH2:15]1.CCN(C(C)C)C(C)C>C1COCC1>[Cl:2][C:3]1[CH:8]=[CH:7][C:6]([CH2:9][NH:10][C:17]([CH:14]2[CH2:16][CH2:15]2)=[O:18])=[CH:5][C:4]=1[N+:11]([O-:13])=[O:12] |f:0.1|. Procedure: The title compound was prepared by following the procedure as described in step-2 of Intermediate-30 by using (4-chloro-3-nitrophenyl)methanamine hydrochloride (0.700 g, 3.14 mmol), cyclopropylcarbonyl chloride (0.490 g, 4.71 mmol), DIPEA (3.0 mL) and THF (15 mL) to afford 0.400 g of desired product. 1H NMR (300 MHz, DMSO d6): δ 0.69 (d, J=6.0 Hz, 2H), 1.55-1.61 (m, 1H), 4.33 (d, J=6.0 Hz), 7.55 (d, J=7.8 Hz, 1H), 7.70 (d, J=8.4 Hz, 1H), 7.87 (s, 1H), 8.68 (br s, 1H); MS (m/z): 255.09 (M+H)+. Run in ClCCl (dichloromethane). Product: FC(C(=O)O)(F)F.FC(C(=O)O)(F)F.N12CC3[C@H](C(CC(C1)C3)C2)NC(=O)C2=CC3=C(N=C(S3)N)C=C2 (2-Aminobenzothiazole-6-carboxylic acid(4r)-(1-azatricyclo[3.3.1.13,7]dec-4-yl)-amide bis(trifluoroacetate)). Conditions: time 8 hour. Reactants: amide [6-(1-azatricyclo[3.3.1.13,7]dec-4-ylcarbamoyl)-benzothiazol-2-yl)-carbamic acid tert-butyl ester, Cl.N12CC3[C@H](C(CC(C1)C3)C2)N ((4r)-1-azatricyclo[3.3.1.13,7]dec-4-ylamine hydrochloride), CC(C)(C)OC(=O)NC1=NC2=C(S1)C=C(C=C2)C(=O)O (2-N-Boc-amino-4-benzothiazole-6-carboxylic acid), ClCCl.FC(C(=O)O)(F)F (dichloromethane trifluoroacetic acid). As a reaction SMILES: Cl.[N:2]12[CH2:11][CH:6]3[CH2:7][CH:8]([CH2:10][CH:4]([C@H:5]3[NH2:12])[CH2:3]1)[CH2:9]2.CC(OC([NH:20][C:21]1[S:25][C:24]2[CH:26]=[C:27]([C:30](O)=[O:31])[CH:28]=[CH:29][C:23]=2[N:22]=1)=O)(C)C.ClCCl.[F:36][C:37]([F:42])([F:41])[C:38]([OH:40])=[O:39]>ClCCl>[F:36][C:37]([F:42])([F:41])[C:38]([OH:40])=[O:39].[F:36][C:37]([F:42])([F:41])[C:38]([OH:40])=[O:39].[N:2]12[CH2:11][CH:6]3[CH2:7][CH:8]([CH2:10][CH:4]([C@H:5]3[NH:12][C:30]([C:27]3[CH:28]=[CH:29][C:23]4[N:22]=[C:21]([NH2:20])[S:25][C:24]=4[CH:26]=3)=[O:31])[CH2:3]1)[CH2:9]2 |f:0.1,3.4,6.7.8|. Procedure details: The protected amide [6-(1-azatricyclo[3.3.1.13,7]dec-4-ylcarbamoyl)-benzothiazol-2-yl)-carbamic acid tert-butyl ester] was prepared from (4r)-1-azatricyclo[3.3.1.13,7]dec-4-ylamine hydrochloride and 2-N-Boc-amino-4-benzothiazole-6-carboxylic acid (Astatech) according to method A. The resulting material was dissolved in dichloromethane (4 mL), treated with dichloromethane-trifluoroacetic acid (4 mL, 1:1), and stirred overnight. After concentrating the reaction mixture under a nitrogen stream, the... Reactants: [C@@H]1([C@H](CCCC1)O)O (cis-1,2-cyclohexandiol), FC1=C(C=CC(=C1)F)[N+](=O)[O-] (2,4-difluoronitrobenzene). Product: FC=1C=CC(=C(O[C@@H]2[C@@H](CCCC2)O)C1)[N+](=O)[O-] (racemic cis-2-(5-Fluoro-2-nitro-phenoxy)-cyclohexanol). Reaction SMILES: [C@@H:1]1([OH:8])[CH2:6][CH2:5][CH2:4][CH2:3][C@@H:2]1[OH:7].F[C:10]1[CH:15]=[C:14]([F:16])[CH:13]=[CH:12][C:11]=1[N+:17]([O-:19])=[O:18]>>[F:16][C:14]1[CH:13]=[CH:12][C:11]([N+:17]([O-:19])=[O:18])=[C:10]([CH:15]=1)[O:7][C@H:2]1[CH2:3][CH2:4][CH2:5][CH2:6][C@H:1]1[OH:8]. Procedure: Prepared analogously to III.1 from cis-1,2-cyclohexandiol (1.0 g) and 0.94 ml 2,4-difluoronitrobenzene. Starting materials: [BH4-], COC(=O)c1cc(Nc2ccc([Si](C)(C)C)cc2F)c(C(=O)OC)cc1C#N, CO, ClCCl, Cl[Co]Cl, [Na+], O, O, O, O, O, O. The product is COC(=O)c1cc2c(cc1Nc1ccc([Si](C)(C)C)cc1F)C(=O)NC2. RXN SMILES: [BH4-:29].[CH3:1][O:2][C:3]([c:4]1[c:5]([C:26]#[N:27])[cH:6][c:7]([C:8](=[O:9])[O:10][CH3:11])[c:12]([NH:14][c:15]2[c:16]([F:25])[cH:17][c:18]([Si:21]([CH3:22])([CH3:23])[CH3:24])[cH:19][cH:20]2)[cH:13]1)=[O:28].[CH3:31][OH:32].[Cl:33][CH2:34][Cl:35].[Co:42]([Cl:43])[Cl:44].[Na+:30].[OH2:36].[OH2:37].[OH2:38].[OH2:39].[OH2:40].[OH2:41]>>[C:3]1(=[O:28])[c:4]2[c:5]([cH:6][c:7]([C:8](=[O:9])[O:10][CH3:11])[c:12]([NH:14][c:15]3[c:16]([F:25])[cH:17][c:18]([Si:21]([CH3:22])([CH3:23])[CH3:24])[cH:19][cH:20]3)[cH:13]2)[CH2:26][NH:27]1. The reactants are CC(C)=O, CCCCC1C=C(Cl)C(=O)C1=CCCCCCC(=O)OC, Cl, [NH4+], [NH4+], O=P([O-])([O-])[O-], O=S(=O)([O-])[O-]. Yields the product CCCCC1C=C(Cl)C(=O)C1=CCCCCCC(=O)O. RXN SMILES: [CH3:35][C:36](=[O:37])[CH3:38].[Cl:6][C:7]1=[CH:11][CH:10]([CH2:12][CH2:13][CH2:14][CH3:15])[C:9](=[CH:16][CH2:17][CH2:18][CH2:19][CH2:20][CH2:21][C:22](=[O:23])[O:24][CH3:25])[C:8]1=[O:26].[ClH:27].[NH4+:28].[NH4+:29].[O-:1][P:2](=[O:3])([O-:4])[O-:5].[O-:30][S:31](=[O:32])(=[O:33])[O-:34]>>[Cl:6][C:7]1=[CH:11][CH:10]([CH2:12][CH2:13][CH2:14][CH3:15])[C:9](=[CH:16][CH2:17][CH2:18][CH2:19][CH2:20][CH2:21][C:22](=[O:23])[OH:24])[C:8]1=[O:26]. Starting materials: ClC=1C=C(C=C(C1C[C@H]1C(N(CC1)C1CCC=2C=NN(C2C1)S(=O)(=O)C(F)(F)F)=O)Cl)OS(=O)(=O)C(F)(F)F (trifluoro-methanesulfonic acid 3,5-dichloro-4-[(R)-2-oxo-1-(1-trifluoromethanesulfonyl-4,5,6,7-tetrahydro-1H-indazol-6-yl)-pyrrolidin-3-ylmethyl]-phenyl ester), ClC=1C=C(C=C(C1C[C@H]1C(N(CC1)C1CCC2=CN(N=C2C1)S(=O)(=O)C(F)(F)F)=O)Cl)OS(=O)(=O)C(F)(F)F (trifluoro-methanesulfonic acid 3,5-dichloro-4-[(R)-2-oxo-1-(2-trifluoromethanesulfonyl-4,5,6,7-tetrahydro-2H-indazol-6-yl)-pyrrolidin-3-ylmethyl]-phenyl ester), FC1=CC=C(C=C1)B(O)O (4-fluorophenylboronic acid), C([O-])([O-])=O.[Na+].[Na+] (sodium carbonate), [Li+].[OH-] (LiOH). Reagents/catalysts: C=1C=CC(=CC1)[P](C=2C=CC=CC2)(C=3C=CC=CC3)[Pd]([P](C=4C=CC=CC4)(C=5C=CC=CC5)C=6C=CC=CC6)([P](C=7C=CC=CC7)(C=8C=CC=CC8)C=9C=CC=CC9)[P](C=1C=CC=CC1)(C=1C=CC=CC1)C=1C=CC=CC1 (tetrakis(triphenylphosphine)palladium(0)). The solvent is O (water), C1CCOC1 (THF). Reaction conditions: time 1 hour. Product: ClC=1C=C(C=C(C1C[C@H]1C(N(CC1)C1CCC=2C=NNC2C1)=O)Cl)C1=CC=C(C=C1)F ((3R)-3-(3,5-Dichloro-4′-fluoro-biphenyl-4-ylmethyl)-1-(4,5,6,7-tetrahydro-1H-indazol-6-yl)-pyrrolidin-2-one). The yield is 57.0%. Reaction SMILES: [Cl:1][C:2]1[CH:3]=[C:4](OS(C(F)(F)F)(=O)=O)[CH:5]=[C:6]([Cl:31])[C:7]=1[CH2:8][C@@H:9]1[CH2:13][CH2:12][N:11]([CH:14]2[CH2:22][C:21]3[N:20](S(C(F)(F)F)(=O)=O)[N:19]=[CH:18][C:17]=3[CH2:16][CH2:15]2)[C:10]1=[O:30].ClC1C=C(OS(C(F)(F)F)(=O)=O)C=C(Cl)C=1C[C@@H]1CCN(C2CC3C(=CN(S(C(F)(F)F)(=O)=O)N=3)CC2)C1=O.[F:79][C:80]1[CH:85]=[CH:84][C:83](B(O)O)=[CH:82][CH:81]=1.C(=O)([O-])[O-].[Na+].[Na+].[Li+].[OH-]>C1COCC1.C1C=CC([P]([Pd]([P](C2C=CC=CC=2)(C2C=CC=CC=2)C2C=CC=CC=2)([P](C2C=CC=CC=2)(C2C=CC=CC=2)C2C=CC=CC=2)[P](C2C=CC=CC=2)(C2C=CC=CC=2)C2C=CC=CC=2)(C2C=CC=CC=2)C2C=CC=CC=2)=CC=1.O>[Cl:1][C:2]1[CH:3]=[C:4]([C:83]2[CH:84]=[CH:85][C:80]([F:79])=[CH:81][CH:82]=2)[CH:5]=[C:6]([Cl:31])[C:7]=1[CH2:8][C@@H:9]1[CH2:13][CH2:12][N:11]([CH:14]2[CH2:22][C:21]3[NH:20][N:19]=[CH:18][C:17]=3[CH2:16][CH2:15]2)[C:10]1=[O:30] |f:3.4.5,6.7,^1:105,107,126,145|. Procedure: Purge a solution of trifluoro-methanesulfonic acid 3,5-dichloro-4-[(R)-2-oxo-1-(1-trifluoromethanesulfonyl-4,5,6,7-tetrahydro-1H-indazol-6-yl)-pyrrolidin-3-ylmethyl]-phenyl ester and trifluoro-methanesulfonic acid 3,5-dichloro-4-[(R)-2-oxo-1-(2-trifluoromethanesulfonyl-4,5,6,7-tetrahydro-2H-indazol-6-yl)-pyrrolidin-3-ylmethyl]-phenyl ester (Preparation 83) (0.573 g, 0.89 mmol), 4-fluorophenylboronic acid (0.149 g, 1.06 mmol), and 2M sodium carbonate (1.3 mL) in THF (22 mL) with nitrogen. Treat t... The reactants are NC1(CCC1)C1=CC=C(C=C1)C1=C(OC2=CC=C(C=C2C1=O)F)C1=CC=CC=C1 (3-[4-(1-amino-cyclobutyl)-phenyl]-6-fluoro-2-phenyl-chromen-4-one), C(C)(C)(C)OC(NC1(CCC1)C1=CC=C(C=C1)C=1C(C=2C(=NC(=CC2)Cl)OC1C1=CC=CC=C1)=O)=O ({1-[4-(7-chloro-4-oxo-2-phenyl-4H-pyrano[2,3-b]pyridin-3-yl)-phenyl]-cyclobutyl}-carbamic acid tert-butyl ester). Procedure: Following the procedure used to prepare 3-[4-(1-amino-cyclobutyl)-phenyl]-6-fluoro-2-phenyl-chromen-4-one, {1-[4-(7-chloro-4-oxo-2-phenyl-4H-pyrano[2,3-b]pyridin-3-yl)-phenyl]-cyclobutyl}-carbamic acid tert-butyl ester was reacted to give the title compound as the free base. The residue was dissolved in a mixture of MeOH (1 mL), water (4 mL) and 1 M HCl (0.15 mL) and chromatographed on a 2 g C18 cartridge {gradient 30 to 90% MeOH in water+1 M HCl (60 μL in each 5 mL of eluent)} to give the title... As a reaction SMILES: NC1(C2C=CC(C3C(=O)C4C(=CC=C(F)C=4)OC=3C3C=CC=CC=3)=CC=2)CCC1.C(OC(=O)[NH:36][C:37]1([C:41]2[CH:46]=[CH:45][C:44]([C:47]3[C:48](=[O:64])[C:49]4[C:50]([O:56][C:57]=3[C:58]3[CH:63]=[CH:62][CH:61]=[CH:60][CH:59]=3)=[N:51][C:52]([Cl:55])=[CH:53][CH:54]=4)=[CH:43][CH:42]=2)[CH2:40][CH2:39][CH2:38]1)(C)(C)C>>[ClH:55].[NH2:36][C:37]1([C:41]2[CH:42]=[CH:43][C:44]([C:47]3[C:48](=[O:64])[C:49]4[C:50]([O:56][C:57]=3[C:58]3[CH:59]=[CH:60][CH:61]=[CH:62][CH:63]=3)=[N:51][C:52]([Cl:55])=[CH:53][CH:54]=4)=[CH:45][CH:46]=2)[CH2:40][CH2:39][CH2:38]1 |f:2.3|. Yields the product Cl.NC1(CCC1)C1=CC=C(C=C1)C=1C(C=2C(=NC(=CC2)Cl)OC1C1=CC=CC=C1)=O (3-[4-(1-Amino-cyclobutyl)-phenyl]-7-chloro-2-phenyl-pyrano[2,3-b]pyridin-4-one Hydrochloride).